Dataset: the Open Reaction Database (ORD), a public repository of structured organic reaction records. Task: describe an organic reaction: reactants, conditions, products, and yield Starting materials: COC([C@@H](N)CNC(C1=CC=CC=C1)=O)=O (3-(benzoylamino)-L-alanine methyl ester), ClC1=C(C(=O)O)C=CC(=C1)C(=O)NCC1=C2C=CNC2=CC=C1 (2-chloro-4-[[(1H-indol-4-yl-methyl)amino]carbonyl]benzoic acid), C=1C=CC2=C(C1)N=NN2O (HOBT), CCN=C=NCCCN(C)C.Cl (EDCl). Run in CN(C)C=O (DMF), O (water). Run at time 16 hour. The product is COC([C@@H](NC(C1=C(C=C(C=C1)C(=O)NCC1=C2C=CNC2=CC=C1)Cl)=O)CNC(C1=CC=CC=C1)=O)=O (3-(benzoylamino)-N-[2-chloro-4-[[(1H-indol-4-ylmethyl)amino]carbonyl]benzoyl]-L-alanine methyl ester). Isolated yield 47.2%. Reaction SMILES: [CH3:1][O:2][C:3](=[O:16])[C@H:4]([CH2:6][NH:7][C:8](=[O:15])[C:9]1[CH:14]=[CH:13][CH:12]=[CH:11][CH:10]=1)[NH2:5].[Cl:17][C:18]1[CH:26]=[C:25]([C:27]([NH:29][CH2:30][C:31]2[CH:39]=[CH:38][CH:37]=[C:36]3[C:32]=2[CH:33]=[CH:34][NH:35]3)=[O:28])[CH:24]=[CH:23][C:19]=1[C:20](O)=[O:21].C1C=CC2N(O)N=NC=2C=1.CCN=C=NCCCN(C)C.Cl>CN(C=O)C.O>[CH3:1][O:2][C:3](=[O:16])[C@H:4]([CH2:6][NH:7][C:8](=[O:15])[C:9]1[CH:14]=[CH:13][CH:12]=[CH:11][CH:10]=1)[NH:5][C:20](=[O:21])[C:19]1[CH:23]=[CH:24][C:25]([C:27]([NH:29][CH2:30][C:31]2[CH:39]=[CH:38][CH:37]=[C:36]3[C:32]=2[CH:33]=[CH:34][NH:35]3)=[O:28])=[CH:26][C:18]=1[Cl:17] |f:3.4|. Procedure: 3-(Benzoylamino)-L-alanine methyl ester (Example 299; 77 mg, 0.35 mmol) was mixed with 2-chloro-4-[[(1H-indol-4-yl-methyl)amino]carbonyl]benzoic acid (Example 36; 115 mg, 0.35 mmol), HOBT (57 mg, 0.42 mmol) and EDCl (80.5 mg, 0.42 mmol) in DMF (4 mL). The reaction mixture was stirred at room temperature for 16 h and then diluted with water (about 20 ml). The solution was extracted with ethyl acetate (3×10 ml) and the ethyl acetate layer was washed with dilute aqueous NaCl solution and then brine...